Dataset: the Open Reaction Database (ORD), a public repository of structured organic reaction records. Task: describe an organic reaction: reactants, conditions, products, and yield The reactants are C1=CCCCC1 (cyclohexene), [N+](=O)([O-])C1=CC=C(C=C1)NC1C(=O)NCCCC1 (α-N-(4-nitrophenyl)amino-ε-caprolactam), Cl (hydrochloric acid). The reagents and catalysts are [Pd] (palladium-on-charcoal). Solvent: C(C)O (ethanol). The product is Cl.Cl.NC1=CC=C(C=C1)NC1C(=O)NCCCC1 (α-N-(4-Aminophenyl)amino-ε-caprolactam Dihydrochloride). Isolated yield 81.0%. As a reaction SMILES: [N+:1]([C:4]1[CH:9]=[CH:8][C:7]([NH:10][CH:11]2[CH2:18][CH2:17][CH2:16][CH2:15][NH:14][C:12]2=[O:13])=[CH:6][CH:5]=1)([O-])=O.C1CCCCC=1.[ClH:25]>C(O)C.[Pd]>[ClH:25].[ClH:25].[NH2:1][C:4]1[CH:5]=[CH:6][C:7]([NH:10][CH:11]2[CH2:18][CH2:17][CH2:16][CH2:15][NH:14][C:12]2=[O:13])=[CH:8][CH:9]=1 |f:5.6.7|. Procedure: 2 g (8 mmol) of α-N-(4-nitrophenyl)amino-ε-caprolactam are partially dissolved in 40 ml of 95° ethanol in a 150 ml three-necked flask equipped with a thermometer and a reflux condenser. 2 g of palladium-on-charcoal (10% active and 50% moisture) are then introduced, followed by 20 ml of cyclohexene. The mixture is brought to reflux for 3 hours and is then cooled, before being filtered through celite. After having run approximately 6 ml (˜3.5 eq) of 5N hydrochloric acid onto the filtrate, the latt...